From a dataset of the Open Reaction Database (ORD), a public repository of structured organic reaction records. describe an organic reaction: reactants, conditions, products, and yield The reactants are C(CC)OC1=C(C=CC=C1)C1=NC(C2=NC=NC2=N1)=O (2-(2-propoxyphenyl)purin-6-one), [N+](=O)(O)[O-] (nitric acid), [OH-].[NH4+] (ammonium hydroxide), ice water. Solvent: S(O)(O)(=O)=O (sulphuric acid), S(O)(O)(=O)=O (sulphuric acid). Product: C(CC)OC1=C(C=C(C=C1)[N+](=O)[O-])C1=NC(C2=NC=NC2=N1)=O (2-(2-Propoxy-5-nitrophenyl)purin-6-one). Reaction SMILES: [N+:1]([O-:4])(O)=[O:2].[CH2:5]([O:8][C:9]1[CH:14]=[CH:13][CH:12]=[CH:11][C:10]=1[C:15]1[N:23]=[C:22]2[C:18](=[N:19][CH:20]=[N:21]2)[C:17](=[O:24])[N:16]=1)[CH2:6][CH3:7].[OH-].[NH4+]>S(=O)(=O)(O)O>[CH2:5]([O:8][C:9]1[CH:14]=[CH:13][C:12]([N+:1]([O-:4])=[O:2])=[CH:11][C:10]=1[C:15]1[N:23]=[C:22]2[C:18](=[N:19][CH:20]=[N:21]2)[C:17](=[O:24])[N:16]=1)[CH2:6][CH3:7] |f:2.3|. Reported procedure: A mixture of fuming nitric acid (0.23 ml) and sulphuric acid (4 ml) was added dropwise to a stirred solution of 2-(2-propoxyphenyl)purin-6-one (1.0 g) in sulphuric acid (4 ml) at 0° to -5° C. The temperature was maintained between -5° C. and +4° C. for 20 hours and then the mixture was poured into ice-water. The filtered solution was treated with concentrated ammonium hydroxide to pH 9 to give a crude product, 0.55 g. Recrystallisation twice from aqueous ethanol then once from acetonitrile gave ... Starting materials: CC#N, COC(=O)C(C(=O)c1sc(C)c(OC)c1F)C(=O)C1CC1, Cl, O. Yields the product COc1c(C)sc(C(=O)CC(=O)C2CC2)c1F. Reaction SMILES: [C:24](#[N:25])[CH3:26].[CH:1]1([C:4]([CH:5]([C:6](=[O:7])[c:8]2[c:9]([F:16])[c:10]([O:14][CH3:15])[c:11]([CH3:13])[s:12]2)[C:17]([O:18][CH3:19])=[O:20])=[O:21])[CH2:2][CH2:3]1.[ClH:22].[OH2:23]>>[CH:1]1([C:4]([CH2:5][C:6](=[O:7])[c:8]2[c:9]([F:16])[c:10]([O:14][CH3:15])[c:11]([CH3:13])[s:12]2)=[O:21])[CH2:2][CH2:3]1. The reactants are CCOC(=O)C(C)Br, O=C([O-])[O-], CCC(C)=O, ClCCl, CN(c1ccc(O)cc1)c1cc2ccc(F)cc2c(Cl)n1, [K+], [K+]. The product is CCOC(=O)C(C)Oc1ccc(N(C)c2cc3ccc(F)cc3c(Cl)n2)cc1. RXN SMILES: [Br:1][CH:2]([C:3](=[O:4])[O:5][CH2:6][CH3:7])[CH3:8].[C:30](=[O:31])([O-:32])[O-:33].[CH2:36]([C:37]([CH3:38])=[O:39])[CH3:40].[Cl:41][CH2:42][Cl:43].[Cl:9][c:10]1[n:11][c:12]([N:21]([CH3:22])[c:23]2[cH:24][cH:25][c:26]([OH:29])[cH:27][cH:28]2)[cH:13][c:14]2[cH:15][cH:16][c:17]([F:20])[cH:18][c:19]12.[K+:34].[K+:35]>>[CH:2]([C:3](=[O:4])[O:5][CH2:6][CH3:7])([CH3:8])[O:29][c:26]1[cH:25][cH:24][c:23]([N:21]([c:12]2[n:11][c:10]([Cl:9])[c:19]3[c:14]([cH:13]2)[cH:15][cH:16][c:17]([F:20])[cH:18]3)[CH3:22])[cH:28][cH:27]1. The reactants are [OH-].[K+] (potassium hydroxide), OC1(N=C(SC1)CN(C)C)CCl (4-Hydroxy-4-chloromethyl-2-(dimethylaminomethyl)thiazoline), CO (methanol), [OH-].[K+] (Potassium hydroxide). Run in O (water). Product: CN(C)CC=1SC=C(N1)CO (2-(Dimethylaminomethyl)-4-thiazolemethanol). As a reaction SMILES: O[C:2]1([CH2:11]Cl)[CH2:6][S:5][C:4]([CH2:7][N:8]([CH3:10])[CH3:9])=[N:3]1.C[OH:14].[OH-].[K+]>O>[CH3:9][N:8]([CH2:7][C:4]1[S:5][CH:6]=[C:2]([CH2:11][OH:14])[N:3]=1)[CH3:10] |f:2.3|. Procedure details: To a 100 ml, three-necked, flask equipped with an agitator and a condensor were added 3.0 g (0.014 mol) of 4-hydroxy-4-chloromethyl-2-(dimethylaminomethyl)thiazoline (prepared as in Example 1), 45 ml of methanol and 4 ml of water. Potassium hydroxide [1.8 ml of a 45% (weight percent) aqueous solution] was added dropwise to the reaction solution at a rate such that the reaction temperature was maintained at room temperature. Once potassium hydroxide addition was completed, the reaction mixture wa... The reactants are CC(=O)O[BH-](OC(C)=O)OC(C)=O, C=CCC1(C)CC(c2cccc(Cl)c2)C(c2ccc(Cl)cc2)N(C(C=O)CC)C1=O, C1CCOC1, ClCCCl, CC(=O)O, CN, [Na+]. Yields the product C=CCC1(C)CC(c2cccc(Cl)c2)C(c2ccc(Cl)cc2)N(C(CC)CNC)C1=O. Reaction SMILES: [C:42]([O:43][BH-:44]([O:45][C:46](=[O:47])[CH3:48])[O:49][C:50](=[O:51])[CH3:52])(=[O:53])[CH3:54].[CH2:1]([CH:2]=[CH2:3])[C:4]1([CH3:30])[C:5](=[O:29])[N:6]([CH:24]([CH:25]=[O:26])[CH2:27][CH3:28])[CH:7]([c:17]2[cH:18][cH:19][c:20]([Cl:23])[cH:21][cH:22]2)[CH:8]([c:10]2[cH:11][c:12]([Cl:16])[cH:13][cH:14][cH:15]2)[CH2:9]1.[CH2:37]1[O:38][CH2:39][CH2:40][CH2:41]1.[CH2:56]([Cl:57])[CH2:58][Cl:59].[CH3:31][C:32](=[O:33])[OH:34].[CH3:35][NH2:36].[Na+:55]>>[CH2:1]([CH:2]=[CH2:3])[C:4]1([CH3:30])[C:5](=[O:29])[N:6]([CH:24]([CH2:25][NH:36][CH3:35])[CH2:27][CH3:28])[CH:7]([c:17]2[cH:18][cH:19][c:20]([Cl:23])[cH:21][cH:22]2)[CH:8]([c:10]2[cH:11][c:12]([Cl:16])[cH:13][cH:14][cH:15]2)[CH2:9]1. Reactants: C(C=C)OC(=O)N1C[C@H](C[C@H]1\C=C/C=1N2C(SC1)=CN=C2)SC=2[C@@H]([C@H]1N(C2C(=O)OCC=C)C([C@@H]1[C@@H](C)O)=O)C (Allyl(1R,5S,6S)-2-[(3S,5S)-1-allyloxycarbonyl-5-[2 (Z)-(imidazo[5,1-b]thiazol-3-yl)ethenyl]pyrrolidin-3-yl]thio-6-((1R)-1-hydroxyethyl)-1-methylcarbapen-2-em-3-carboxylate), CNC1=CC=CC=C1 (N-Methylaniline). The reagents and catalysts are C=1C=CC(=CC1)[P](C=2C=CC=CC2)(C=3C=CC=CC3)[Pd]([P](C=4C=CC=CC4)(C=5C=CC=CC5)C=6C=CC=CC6)([P](C=7C=CC=CC7)(C=8C=CC=CC8)C=9C=CC=CC9)[P](C=1C=CC=CC1)(C=1C=CC=CC1)C=1C=CC=CC1 (tetrakis(triphenylphosphine)palladium(0)). Solvent: ClCCl (dichloromethane), CN(C)C=O (DMF). Reaction conditions: time 30 minute. Product: O[C@H](C)[C@@H]1[C@@H]2N(C(=C([C@@H]2C)S[C@@H]2CN[C@@H](C2)\C=C/C=2N3C(SC2)=CN=C3)C(=O)O)C1=O ((1R,5S,6S)-6-((1R)-1-Hydroxyethyl)-2-[(3S,5S)-5-[2(Z)-(imidazo[5,1-b]thiazol-3-yl)ethenyl]pyrrolidin-3-yl]thio-1-methylcarbapen-2-em-3-carboxylic acid). Yield: 18.9%. RXN SMILES: C(OC([N:7]1[C@H:11](/[CH:12]=[CH:13]\[C:14]2[N:15]3[CH:21]=[N:20][CH:19]=[C:16]3[S:17][CH:18]=2)[CH2:10][C@H:9]([S:22][C:23]2[C@H:24]([CH3:40])[C@@H:25]3[C@@H:35]([C@H:36]([OH:38])[CH3:37])[C:34](=[O:39])[N:26]3[C:27]=2[C:28]([O:30]CC=C)=[O:29])[CH2:8]1)=O)C=C.CNC1C=CC=CC=1>ClCCl.CN(C=O)C.C1C=CC([P]([Pd]([P](C2C=CC=CC=2)(C2C=CC=CC=2)C2C=CC=CC=2)([P](C2C=CC=CC=2)(C2C=CC=CC=2)C2C=CC=CC=2)[P](C2C=CC=CC=2)(C2C=CC=CC=2)C2C=CC=CC=2)(C2C=CC=CC=2)C2C=CC=CC=2)=CC=1>[OH:38][C@@H:36]([C@H:35]1[C:34](=[O:39])[N:26]2[C:27]([C:28]([OH:30])=[O:29])=[C:23]([S:22][C@H:9]3[CH2:10][C@@H:11](/[CH:12]=[CH:13]\[C:14]4[N:15]5[CH:21]=[N:20][CH:19]=[C:16]5[S:17][CH:18]=4)[NH:7][CH2:8]3)[C@H:24]([CH3:40])[C@H:25]12)[CH3:37] |^1:60,62,81,100|. Reported procedure: Allyl(1R,5S,6S)-2-[(3S,5S)-1-allyloxycarbonyl-5-[2 (Z)-(imidazo[5,1-b]thiazol-3-yl)ethenyl]pyrrolidin-3-yl]thio-6-((1R)-1-hydroxyethyl)-1-methylcarbapen-2-em-3-carboxylate (80 mg) is dissolved in 1 ml of dichloromethane and 1 ml of DMF. N-Methylaniline (0.060 ml) and 40 mg of tetrakis(triphenylphosphine)palladium(0) are added thereto, and the mixture is stirred in an argon atmosphere at room temperature for 30 min. The reaction mixture is concentrated under reduced pressure. Ethyl acetate is add... Reactants: CN1C(CC(CC1(C)C)OC(C(=C)CC(=O)OC1CC(N(C(C1)(C)C)C)(C)C)=O)(C)C (Bis(1,2,2,6,6-pentamethyl-4-piperidyl)itaconate), CCCCCCCCC=C (decene-1), C(C)(C)(C1=CC=CC=C1)OOC(C)(C)C1=CC=CC=C1 (dicumyl peroxide). Run in C1(=CC=CC=C1)C (toluene). Conditions: temperature 150 celsius, time 7 hour. The product is CN1C(CC(CC1(C)C)OC(C(=C)CC(=O)OC1CC(N(C(C1)(C)C)C)(C)C)=O)(C)C.CCCCCCCCC=C (bis(1,2,2,6,6-pentamethyl-4-piperidyl)itaconate decene-1). Reaction SMILES: [CH3:1][N:2]1[C:7]([CH3:9])([CH3:8])[CH2:6][CH:5]([O:10][C:11](=[O:29])[C:12]([CH2:14][C:15]([O:17][CH:18]2[CH2:23][C:22]([CH3:25])([CH3:24])[N:21]([CH3:26])[C:20]([CH3:28])([CH3:27])[CH2:19]2)=[O:16])=[CH2:13])[CH2:4][C:3]1([CH3:31])[CH3:30].[CH3:32][CH2:33][CH2:34][CH2:35][CH2:36][CH2:37][CH2:38][CH2:39][CH:40]=[CH2:41].C(OOC(C1C=CC=CC=1)(C)C)(C1C=CC=CC=1)(C)C>C1(C)C=CC=CC=1>[CH3:1][N:2]1[C:7]([CH3:9])([CH3:8])[CH2:6][CH:5]([O:10][C:11](=[O:29])[C:12]([CH2:14][C:15]([O:17][CH:18]2[CH2:23][C:22]([CH3:25])([CH3:24])[N:21]([CH3:26])[C:20]([CH3:28])([CH3:27])[CH2:19]2)=[O:16])=[CH2:13])[CH2:4][C:3]1([CH3:31])[CH3:30].[CH3:41][CH2:40][CH2:39][CH2:38][CH2:37][CH2:36][CH2:35][CH2:34][CH:33]=[CH2:32] |f:4.5|. Procedure: Bis(1,2,2,6,6-pentamethyl-4-piperidyl)itaconate 2.6 g (6 mmole), decene-1 0.6 g (4.3 mmole) and dicumyl peroxide 0.05 g were dissolved in 14 ml of toluene and heated and stirred at 150° C. for seven hours. The solvent was distilled off, and a pale yellow solid was obtained. Reaction SMILES: [F:1][C:2]([F:18])([F:17])[CH2:3][O:4][C:5]1[CH:10]=[CH:9][CH:8]=[CH:7][C:6]=1[N:11]1[CH2:16][CH2:15][NH:14][CH2:13][CH2:12]1.[C:19]1([C:39]2[CH:44]=[CH:43][CH:42]=[CH:41][CH:40]=2)[CH:24]=[CH:23][CH:22]=[C:21]([CH2:25][N:26]2[CH:31]=[C:30]([CH3:32])[C:29](=[O:33])[N:28]([CH2:34][CH2:35][CH2:36][Cl:37])[C:27]2=[O:38])[CH:20]=1>>[ClH:37].[C:19]1([C:39]2[CH:40]=[CH:41][CH:42]=[CH:43][CH:44]=2)[CH:24]=[CH:23][CH:22]=[C:21]([CH2:25][N:26]2[CH:31]=[C:30]([CH3:32])[C:29](=[O:33])[N:28]([CH2:34][CH2:35][CH2:36][N:14]3[CH2:15][CH2:16][N:11]([C:6]4[CH:7]=[CH:8][CH:9]=[CH:10][C:5]=4[O:4][CH2:3][C:2]([F:1])([F:17])[F:18])[CH2:12][CH2:13]3)[C:27]2=[O:38])[CH:20]=1 |f:2.3|. Starting materials: FC(COC1=C(C=CC=C1)N1CCNCC1)(F)F (1-(2-(2,2,2-trifluoroethoxy)phenyl]piperazine), C1(=CC(=CC=C1)CN1C(N(C(C(=C1)C)=O)CCCCl)=O)C1=CC=CC=C1 (1-biphenyl-3-ylmethyl-3-(3-chloropropyl)-5-methyl-2,4(1H,3H)-pyrimidinedione). Reported procedure: substituting 1-(2-(2,2,2-trifluoroethoxy)phenyl]piperazine and 1-biphenyl-3-ylmethyl-3-(3-chloropropyl)-5-methyl-2,4(1H,3H)-pyrimidinedione gave 1-biphenyl-3-ylmethyl-3-(3-{4-[2-(2,2,2-trifluoroethoxy)phenyl]piperazin-1-yl}-propyl)-5-methyl-2,4(1H,3H)-pyrimidinedione hydrochloride, m.p. 93°-94° C.; Anal.: Calcd. for C33H35F3N4O3.HCl: C, 63.06; H, 5.77; N, 8.92%; Found: C, 61.66; H, 5.90; N, 8.50%; Product: Cl.C1(=CC(=CC=C1)CN1C(N(C(C(=C1)C)=O)CCCN1CCN(CC1)C1=C(C=CC=C1)OCC(F)(F)F)=O)C1=CC=CC=C1 (1-biphenyl-3-ylmethyl-3-(3-{4-[2-(2,2,2-trifluoroethoxy)phenyl]piperazin-1-yl}-propyl)-5-methyl-2,4(1H,3H)-pyrimidinedione hydrochloride).